Dataset: the Open Reaction Database (ORD), a public repository of structured organic reaction records. Task: describe an organic reaction: reactants, conditions, products, and yield Reactants: CCOC(=O)C(C)(Cc1ccc(OCCC2CN(Cc3ccc(C(F)(F)F)cc3)C(=O)N2C)cc1)Oc1ccccc1F, CCO, [Na+], [OH-]. Yields the product CN1C(=O)N(Cc2ccc(C(F)(F)F)cc2)CC1CCOc1ccc(CC(C)(Oc2ccccc2F)C(=O)O)cc1. Reaction SMILES: [CH2:1]([CH3:2])[O:3][C:4]([C:5]([CH2:6][c:7]1[cH:8][cH:9][c:10]([O:13][CH2:14][CH2:15][CH:16]2[N:17]([CH3:33])[C:18](=[O:32])[N:19]([CH2:21][c:22]3[cH:23][cH:24][c:25]([C:28]([F:29])([F:30])[F:31])[cH:26][cH:27]3)[CH2:20]2)[cH:11][cH:12]1)([CH3:34])[O:35][c:36]1[c:37]([F:42])[cH:38][cH:39][cH:40][cH:41]1)=[O:43].[CH3:46][CH2:47][OH:48].[Na+:45].[OH-:44]>>[O:3]=[C:4]([C:5]([CH2:6][c:7]1[cH:8][cH:9][c:10]([O:13][CH2:14][CH2:15][CH:16]2[N:17]([CH3:33])[C:18](=[O:32])[N:19]([CH2:21][c:22]3[cH:23][cH:24][c:25]([C:28]([F:29])([F:30])[F:31])[cH:26][cH:27]3)[CH2:20]2)[cH:11][cH:12]1)([CH3:34])[O:35][c:36]1[c:37]([F:42])[cH:38][cH:39][cH:40][cH:41]1)[OH:43]. Starting materials: CC1=NC(=CC(=N1)C=1C(=NC=CN1)NC=1C=2C=NNC2C=CC1)S(=O)C (N-(3-(2-Methyl-6-(Methylsulfinyl)Pyrimidin-4-yl)Pyrazin-2-yl)-1H-Indazol-4-Amine), N (ammonia). Reaction conditions: temperature 100 celsius, time 8 hour. The product is NC1=CC(=NC(=N1)C)C=1C(=NC=CN1)NC=1C=2C=NNC2C=CC1 (N-(3-(6-amino-2-methylpyrimidin-4-yl)pyrazin-2-yl)-1H-indazol-4-amine). The yield is 39.0%. As a reaction SMILES: [CH3:1][C:2]1[N:7]=[C:6]([C:8]2[C:9]([NH:14][C:15]3[C:16]4[CH:17]=[N:18][NH:19][C:20]=4[CH:21]=[CH:22][CH:23]=3)=[N:10][CH:11]=[CH:12][N:13]=2)[CH:5]=[C:4](S(C)=O)[N:3]=1.[NH3:27]>>[NH2:27][C:4]1[N:3]=[C:2]([CH3:1])[N:7]=[C:6]([C:8]2[C:9]([NH:14][C:15]3[C:16]4[CH:17]=[N:18][NH:19][C:20]=4[CH:21]=[CH:22][CH:23]=3)=[N:10][CH:11]=[CH:12][N:13]=2)[CH:5]=1. Procedure details: The mixture from Step 3 was treated with ammonia (30% in water) in a sealed tube. The mixture was stirred at 100° C. overnight. The solvent was removed in vacuo and the residue was purified by silica gel chromatography eluting with 50% THF/CH2Cl2 to give N-(3-(6-amino-2-methylpyrimidin-4-yl)pyrazin-2-yl)-1H-indazol-4-amine (7 mg, 39% yield) as a yellow solid. 1H NMR (300 MHz, d6-DMSO) δ 13.17 (s, 1H); 12.95 (s, 1H); 8.37 (d, J=2.05 Hz, 1H); 8.25 (s, 1H); 8.18 (d, J=2.05 Hz, 1H); 8.10 (d, J=7.75 ... Starting materials: CCO, Cn1c(-c2ccccc2)nc(-c2ccc(C(C)(C)C#N)cc2)c1Sc1ccc(Cl)cc1, Cl, [Na+], [OH-]. Yields the product Cn1c(-c2ccccc2)nc(-c2ccc(C(C)(C)C(N)=O)cc2)c1Sc1ccc(Cl)cc1. As a reaction SMILES: [CH3:33][CH2:34][OH:35].[Cl:1][c:2]1[cH:3][cH:4][c:5]([S:8][c:9]2[c:10](-[c:21]3[cH:22][cH:23][c:24]([C:27]([C:28]#[N:29])([CH3:30])[CH3:31])[cH:25][cH:26]3)[n:11][c:12](-[c:15]3[cH:16][cH:17][cH:18][cH:19][cH:20]3)[n:13]2[CH3:14])[cH:6][cH:7]1.[ClH:32].[Na+:37].[OH-:36]>>[Cl:1][c:2]1[cH:3][cH:4][c:5]([S:8][c:9]2[c:10](-[c:21]3[cH:22][cH:23][c:24]([C:27]([C:28]([NH2:29])=[O:35])([CH3:30])[CH3:31])[cH:25][cH:26]3)[n:11][c:12](-[c:15]3[cH:16][cH:17][cH:18][cH:19][cH:20]3)[n:13]2[CH3:14])[cH:6][cH:7]1. Starting materials: NC[C@H](O)C(=O)O ((S)-isoserine), C(=O)O (formic acid), C(=O)OC(C)=O (acetic formic anhydride). Reaction conditions: temperature 0 celsius, time 1 hour. The product is C(=O)NC[C@H](O)C(=O)OC=O (N,O-Diformyl,(S)-Isoserine). Isolated yield 84.0%. As a reaction SMILES: [NH2:1][CH2:2][C@@H:3]([C:5]([OH:7])=[O:6])[OH:4].[CH:8](OC(=O)C)=[O:9].[CH:14](O)=[O:15]>>[CH:8]([NH:1][CH2:2][C@@H:3]([C:5]([O:7][CH:14]=[O:15])=[O:6])[OH:4])=[O:9]. Reported procedure: To a one liter round bottom flask containing 50 g of (S)-isoserine (0.476 mole) and 62.5 ml of formic acid was added in 30 min. a freshly prepared acetic formic anhydride solution * (5 eq.) at 0°-5° C. After examining the completion of reaction by H1 -NMR (approx. 2 hrs), the mixture was concentrated under vacuum at 40° C. to half of the original volume. 250 ml of isopropanol was added slowly with simultaneous cooling to effect crystallization. The slurry was stirred at 0° C. for one hour. The p... Reactants: C(=C)N1C=NC=C1 (1-vinylimidazole), C(CCCCCCCCC)Br (n-decyl bromide), CO (methanol). The solvent is C(C)OCC (diethyl ether). Conditions: temperature 60 celsius, time 15 hour. Product: [Br-].C(=C)[N+]1=CN(C=C1)CCCCCCCCCC (1-vinyl-3-decyl imidazolium bromide). RXN SMILES: [CH:1]([N:3]1[CH:7]=[CH:6][N:5]=[CH:4]1)=[CH2:2].[CH2:8]([Br:18])[CH2:9][CH2:10][CH2:11][CH2:12][CH2:13][CH2:14][CH2:15][CH2:16][CH3:17].CO>C(OCC)C>[Br-:18].[CH:1]([N+:3]1[CH:7]=[CH:6][N:5]([CH2:8][CH2:9][CH2:10][CH2:11][CH2:12][CH2:13][CH2:14][CH2:15][CH2:16][CH3:17])[CH:4]=1)=[CH2:2] |f:4.5|. Procedure: (From Yuan & Antonietti, DOI: 10.1021/ma102858b.) A solution/suspension comprising 0.1 mol of 1-vinylimidazole, 0.1 mol of n-decyl bromide and 30 mL of methanol were loaded into a 100 mL reactor. The mixture was stirred at 60° C. for 15 h. After cooling the reaction mixture was added dropwise into 1 L of diethyl ether. The white precipitate was filtered off and dried at room temperature to yield a powder. Starting materials: C1=C(C=CC2=CC=CC=C12)OCCO (2-(2-naphthyloxy)ethanol), ClCCl (dichloromethane), CS(=O)(=O)Cl (methanesulfonyl chloride). Solvent: C(C)N(CC)CC (triethylamine). Product: CS(=O)(=O)OCCOC1=CC2=CC=CC=C2C=C1 (2-(2-Naphthyloxy)ethanol O-methanesulfonate). RXN SMILES: [CH:1]1[C:10]2[C:5](=[CH:6][CH:7]=[CH:8][CH:9]=2)[CH:4]=[CH:3][C:2]=1[O:11][CH2:12][CH2:13][OH:14].ClCCl.[CH3:18][S:19](Cl)(=[O:21])=[O:20]>C(N(CC)CC)C>[CH3:18][S:19]([O:14][CH2:13][CH2:12][O:11][C:2]1[CH:3]=[CH:4][C:5]2[C:10](=[CH:9][CH:8]=[CH:7][CH:6]=2)[CH:1]=1)(=[O:21])=[O:20]. Procedure: As described in Example 2, 13.5 g. of 2-(2-naphthyloxy)ethanol in 400 ml. of dichloromethane is reacted with 9.5 g. of methanesulfonyl chloride in the presence of 11.4 g. of triethylamine to give the product as tan crystals. The reactants are CSC1=NC=CC(=N1)N1C=NC2=C1C=C(C=C2)C(=O)N(OC)C (2-methylthio-4-[6-(N-methyl-N-methoxyaminocarbonyl)benzimidazol-1-yl]pyrimidine), C[Mg+].[Br-] (CH3MgBr). Run in C(Cl)Cl (CH2Cl2). Conditions: temperature 0 celsius, time 3 hour. Product: CSC1=NC=CC(=N1)N1C=NC2=C1C=C(C=C2)C(=O)C (2-methylthio-4-[6-(methylcarbonyl)benzimidazol-1-yl]pyrimidine). As a reaction SMILES: [CH3:1][S:2][C:3]1[N:8]=[C:7]([N:9]2[C:13]3[CH:14]=[C:15]([C:18](N(C)OC)=[O:19])[CH:16]=[CH:17][C:12]=3[N:11]=[CH:10]2)[CH:6]=[CH:5][N:4]=1.[CH3:24][Mg+].[Br-]>C(Cl)Cl>[CH3:1][S:2][C:3]1[N:8]=[C:7]([N:9]2[C:13]3[CH:14]=[C:15]([C:18]([CH3:24])=[O:19])[CH:16]=[CH:17][C:12]=3[N:11]=[CH:10]2)[CH:6]=[CH:5][N:4]=1 |f:1.2|. Procedure: To a solution of 2-methylthio-4-[6-(N-methyl-N-methoxyaminocarbonyl)benzimidazol-1-yl]pyrimidine (26 mg, 0.079 mmol) in CH2Cl2 (0.8 mL) at 0° C. was added CH3MgBr (255 μL, 1.4M) dropwise and stirred for 3 h at 0° C. The reaction mixture was quenched with saturated aqueous NH4Cl and extracted with CH2Cl2. The combined extracts were washed with brine and dried over Na2SO4. The crude material was purified by preparative thin layer chromatography eluting with 3% MeOH/CH2Cl2 to obtain 15.7 mg of the ...